This data is from the Open Reaction Database (ORD), a public repository of structured organic reaction records. The task is: describe an organic reaction: reactants, conditions, products, and yield The reactants are [OH-].[Na+] (Sodium hydroxide), Cl (hydrogen chloride), C1(CCCCC1)[C@@H]1N(CC[C@H](C1)C(CC(=O)OCC)=O)C(=O)OC (Trans-methyl 2-cyclohexyl-4-(3-ethoxy-3-oxopropanoyl)piperidine-1-carboxylate), NO (Hydroxylamine). The solvent is O (water), CO (MeOH). Run at temperature -40 celsius, time 30 minute. Product: C1(CCCCC1)[C@@H]1N(CC[C@H](C1)C1=CC(NO1)=O)C(=O)OC (Trans-methyl 2-cyclohexyl-4-(3-oxo-2,3-dihydroisoxazol-5-yl)piperidine-1-carboxylate). Yield: 53.5%. As a reaction SMILES: [CH:1]1([C@H:7]2[CH2:12][C@H:11]([C:13](=[O:20])[CH2:14][C:15](OCC)=[O:16])[CH2:10][CH2:9][N:8]2[C:21]([O:23][CH3:24])=[O:22])[CH2:6][CH2:5][CH2:4][CH2:3][CH2:2]1.[OH-].[Na+].[NH2:27]O.Cl>CO.O>[CH:1]1([C@H:7]2[CH2:12][C@H:11]([C:13]3[O:20][NH:27][C:15](=[O:16])[CH:14]=3)[CH2:10][CH2:9][N:8]2[C:21]([O:23][CH3:24])=[O:22])[CH2:6][CH2:5][CH2:4][CH2:3][CH2:2]1 |f:1.2|. Reported procedure: Trans-methyl 2-cyclohexyl-4-(3-ethoxy-3-oxopropanoyl)piperidine-1-carboxylate (349 mg, 1.03 mmol) (from example 79, step 1) was dissolved in MeOH (5 mL) and cooled to −40° C. Sodium hydroxide (41.1 mg, 1.03 mmol) dissolved in water (0.500 mL) was added dropwise and the colourless solution continued to stir at −40° C. for 30 min. Hydroxylamine (50% by weight in water, 0.063 mL, 1.03 mmol) was added dropwise. The resulting solution was stirred at −40° C. for 2 h 20 min. The mixture was then rapidl... Starting materials: CCOC(=O)c1cc(Br)nc2[nH]ncc12, CC(C)Br, CC#N, [K+], [K+], O=C([O-])[O-]. The product is CCOC(=O)c1cc(Br)nc2c1cnn2C(C)C. RXN SMILES: [Br:1][c:2]1[cH:3][c:4]([C:11](=[O:12])[O:13][CH2:14][CH3:15])[c:5]2[c:6]([n:7]1)[nH:8][n:9][cH:10]2.[Br:22][CH:23]([CH3:24])[CH3:25].[CH3:26][C:27]#[N:28].[K+:16].[K+:17].[O-:18][C:19]([O-:20])=[O:21]>>[Br:1][c:2]1[cH:3][c:4]([C:11](=[O:12])[O:13][CH2:14][CH3:15])[c:5]2[c:6]([n:7]1)[n:8]([CH:23]([CH3:24])[CH3:25])[n:9][cH:10]2.